Dataset: the Open Reaction Database (ORD), a public repository of structured organic reaction records. Task: describe an organic reaction: reactants, conditions, products, and yield The reactants are CO, CC(C)=C(C(=O)O)c1ccc(Cl)cc1, C1CCOC1. Product: CC(C)C(C(=O)O)c1ccc(Cl)cc1. Reaction SMILES: [CH3:15][OH:16].[Cl:1][c:2]1[cH:3][cH:4][c:5]([C:8]([C:9](=[O:10])[OH:11])=[C:12]([CH3:13])[CH3:14])[cH:6][cH:7]1.[O:17]1[CH2:18][CH2:19][CH2:20][CH2:21]1>>[Cl:1][c:2]1[cH:3][cH:4][c:5]([CH:8]([C:9](=[O:10])[OH:11])[CH:12]([CH3:13])[CH3:14])[cH:6][cH:7]1. Starting materials: COc1ccccc1-c1cc(C)nc(Cl)n1, Nc1ccc(CS(N)(=O)=O)cc1, CN(C)C=O. Yields the product COc1ccccc1-c1cc(C)nc(Nc2ccc(CS(N)(=O)=O)cc2)n1. RXN SMILES: [Cl:1][c:2]1[n:3][c:4]([CH3:16])[cH:5][c:6](-[c:8]2[c:9]([O:14][CH3:15])[cH:10][cH:11][cH:12][cH:13]2)[n:7]1.[NH2:17][c:18]1[cH:19][cH:20][c:21]([CH2:24][S:25](=[O:26])(=[O:27])[NH2:28])[cH:22][cH:23]1.[O:29]=[CH:30][N:31]([CH3:32])[CH3:33]>>[c:2]1([NH:17][c:18]2[cH:19][cH:20][c:21]([CH2:24][S:25](=[O:26])(=[O:27])[NH2:28])[cH:22][cH:23]2)[n:3][c:4]([CH3:16])[cH:5][c:6](-[c:8]2[c:9]([O:14][CH3:15])[cH:10][cH:11][cH:12][cH:13]2)[n:7]1. Starting materials: C(C1=CC=CC=C1)OC(=O)N1[C@@H](C[C@@H]([C@H](C1)OCC=1C=CC2=C(N(CCO2)CCCOC)C1)C1=CC=C(C=C1)OC)CCN ((2S,4R,5R)-2-(2-amino-ethyl)-4-(4-methoxy-phenyl)-5-[4-(3-methoxy-propyl)-3,4-dihydro-2H-benzo[1,4]oxazin-6-ylmethoxy]-piperidine-1-carboxylic acid benzyl ester), C(C1=CC=CC=C1)(=O)O (benzoic acid). Product: C(C1=CC=CC=C1)OC(=O)N1[C@@H](C[C@@H]([C@H](C1)OCC=1C=CC2=C(N(CCO2)CCCOC)C1)C1=CC=C(C=C1)OC)CCNC(C1=CC=CC=C1)=O ((2S,4R,5R)-2-(2-Benzoylamino-ethyl)-4-(4-methoxy-phenyl)-5-[4-(3-methoxy-propyl)-3,4-dihydro-2H-benzo[1,4]oxazin-6-ylmethoxy]-piperidine-1-carboxylic acid benzyl ester), SiO2. RXN SMILES: [CH2:1]([O:8][C:9]([N:11]1[CH2:16][C@H:15]([O:17][CH2:18][C:19]2[CH:20]=[CH:21][C:22]3[O:27][CH2:26][CH2:25][N:24]([CH2:28][CH2:29][CH2:30][O:31][CH3:32])[C:23]=3[CH:33]=2)[C@@H:14]([C:34]2[CH:39]=[CH:38][C:37]([O:40][CH3:41])=[CH:36][CH:35]=2)[CH2:13][C@H:12]1[CH2:42][CH2:43][NH2:44])=[O:10])[C:2]1[CH:7]=[CH:6][CH:5]=[CH:4][CH:3]=1.[C:45](O)(=[O:52])[C:46]1[CH:51]=[CH:50][CH:49]=[CH:48][CH:47]=1>>[CH2:1]([O:8][C:9]([N:11]1[CH2:16][C@H:15]([O:17][CH2:18][C:19]2[CH:20]=[CH:21][C:22]3[O:27][CH2:26][CH2:25][N:24]([CH2:28][CH2:29][CH2:30][O:31][CH3:32])[C:23]=3[CH:33]=2)[C@@H:14]([C:34]2[CH:39]=[CH:38][C:37]([O:40][CH3:41])=[CH:36][CH:35]=2)[CH2:13][C@H:12]1[CH2:42][CH2:43][NH:44][C:45](=[O:52])[C:46]1[CH:51]=[CH:50][CH:49]=[CH:48][CH:47]=1)=[O:10])[C:2]1[CH:7]=[CH:6][CH:5]=[CH:4][CH:3]=1. Procedure: According to general procedure D, 50.0 mg of (2S,4R,5R)-2-(2-amino-ethyl)-4-(4-methoxy-phenyl)-5-[4-(3-methoxy-propyl)-3,4-dihydro-2H-benzo[1,4]oxazin-6-ylmethoxy]-piperidine-1-carboxylic acid benzyl ester are reacted with benzoic acid to afford the title compound after flash chromatography (SiO2 60 F) as a colourless oil. Rf=0.50 (dichlormethane-methanol 10:1); Rt=5.33. The reactants are ClC=1C(=NC=C(C1)C(F)(F)F)C1=CC(=C(C=C1)Cl)N(S(=O)(=O)C)S(=O)(=O)C (3-chloro-2-[4-chloro-3-bis-(methylsulfonyl)aminophenyl]-5-trifluoromethylpyridine), C[O-].[Na+] (sodium methoxide). The solvent is CO (methanol). Yields the product ClC=1C(=NC=C(C1)C(F)(F)F)C1=CC(=C(C=C1)Cl)NS(=O)(=O)C (3-Chloro-2-(4-chloro-3-methylsulfonylaminophenyl)-5-trifluoromethylpyridine). The yield is 53.4%. Reaction SMILES: [Cl:1][C:2]1[C:3]([C:12]2[CH:17]=[CH:16][C:15]([Cl:18])=[C:14]([N:19](S(C)(=O)=O)[S:20]([CH3:23])(=[O:22])=[O:21])[CH:13]=2)=[N:4][CH:5]=[C:6]([C:8]([F:11])([F:10])[F:9])[CH:7]=1.C[O-].[Na+]>CO>[Cl:1][C:2]1[C:3]([C:12]2[CH:17]=[CH:16][C:15]([Cl:18])=[C:14]([NH:19][S:20]([CH3:23])(=[O:22])=[O:21])[CH:13]=2)=[N:4][CH:5]=[C:6]([C:8]([F:10])([F:11])[F:9])[CH:7]=1 |f:1.2|. Reported procedure: A solution of 3.6 g (7.78 mmol) of 3-chloro-2-[4-chloro-3-bis-(methylsulfonyl)aminophenyl]-5-trifluoromethylpyridine (prepared as in Example 13) and 100 mg of sodium methoxide in 100 ml of methanol were stirred at 20°-25° C. for three hours. Then most of the methanol was distilled off under reduced pressure. The residue was taken up in dilute hydrochloric acid, after which the product was extracted three times with ethyl acetate. The combined organic phases were dried over sodium sulfate and con... Reactants: C(C1=CC=CC=C1)OC(=O)N[C@H](C(=O)OC)CC1=CC(=C(C=C1)C1CC(N(S1(=O)=O)COCC[Si](C)(C)C)=O)Br (methyl (2S)-2-[(benzyloxy)carbonyl]amino-3-[3-bromo-4-(1,1-dioxido-3-oxo-2-[2-(trimethylsilyl)ethoxy]methylisothiazolidin-5-yl)phenyl]-propanoate), FC(C(=O)O)(F)F (trifluoroacetic acid). The solvent is ClCCl (dichloromethane). Reaction conditions: time 30 minute. Product: C(C1=CC=CC=C1)OC(=O)N[C@H](C(=O)OC)CC1=CC(=C(C=C1)C1CC(NS1(=O)=O)=O)Br (methyl (2S)-2-[(benzyloxy)carbonyl]amino-3-[3-bromo-4-(1,1-dioxido-3-oxoisothiazolidin-5-yl)phenyl]propanoate). As a reaction SMILES: [CH2:1]([O:8][C:9]([NH:11][C@@H:12]([CH2:17][C:18]1[CH:23]=[CH:22][C:21]([CH:24]2[S:28](=[O:30])(=[O:29])[N:27](COCC[Si](C)(C)C)[C:26](=[O:39])[CH2:25]2)=[C:20]([Br:40])[CH:19]=1)[C:13]([O:15][CH3:16])=[O:14])=[O:10])[C:2]1[CH:7]=[CH:6][CH:5]=[CH:4][CH:3]=1.FC(F)(F)C(O)=O>ClCCl>[CH2:1]([O:8][C:9]([NH:11][C@@H:12]([CH2:17][C:18]1[CH:23]=[CH:22][C:21]([CH:24]2[S:28](=[O:30])(=[O:29])[NH:27][C:26](=[O:39])[CH2:25]2)=[C:20]([Br:40])[CH:19]=1)[C:13]([O:15][CH3:16])=[O:14])=[O:10])[C:2]1[CH:7]=[CH:6][CH:5]=[CH:4][CH:3]=1. Procedure details: Into a round-bottom flask was added methyl (2S)-2-[(benzyloxy)carbonyl]amino-3-[3-bromo-4-(1,1-dioxido-3-oxo-2-[2-(trimethylsilyl)ethoxy]methylisothiazolidin-5-yl)phenyl]-propanoate (165 mg, 0.252 mmol), dichloromethane (5 mL), and trifluoroacetic acid (2.5 mL). After stirring at room temperature for 30 minutes, the solvent was removed. The resulting residue was used in the next step without purification.